From a dataset of the Open Reaction Database (ORD), a public repository of structured organic reaction records. describe an organic reaction: reactants, conditions, products, and yield Starting materials: OC1(C(NC(NC1=O)=O)=O)C=1SC(=CC1)OC (5-Hydroxy-5-(5-methoxy-2-thienyl)-2,4,6(1H,3H,5H)-pyrimidinetrione), [OH-].[Na+] (sodium hydroxide). Reaction conditions: time 1.5 hour. Product: COC1=CC=C(S1)C1C(NC(O1)=O)=O (5-(5-Methoxy-2-thienyl)oxazolidine-2,4-dione). As a reaction SMILES: [OH:1][C:2]1([C:11]2[S:12][C:13]([O:16][CH3:17])=[CH:14][CH:15]=2)C(=O)N[C:5](=[O:9])[NH:4][C:3]1=[O:10].[OH-].[Na+]>>[CH3:17][O:16][C:13]1[S:12][C:11]([CH:2]2[O:1][C:5](=[O:9])[NH:4][C:3]2=[O:10])=[CH:15][CH:14]=1 |f:1.2|. Procedure: 5-Hydroxy-5-(5-methoxy-2-thienyl)-2,4,6(1H,3H,5H)-pyrimidinetrione (1.1 g.) was dissolved in 10 ml. of 1 N sodium hydroxide, allowed to stand for 1.5 hours at room temperature, extracted with ether, acidified with acetic acid, diluted with 15 ml. of water and filtered to yield product [567 mg., m.p. 144°-146° C. (dec.)]. Recrystallization from acetone-hexane gave purified 5-(5-methoxy-2-thienyl)oxazolidine-2,4-dione in two crops [487 mg., m.p. 147°-148° C. (dec.)]. The reactants are O=C([O-])[O-], CCOC(CBr)OCC, CN(C)C=O, [I-], [K+], [K+], [K+], Oc1ccc(Oc2ccccc2)cc1. Yields the product CCOC(COc1ccc(Oc2ccccc2)cc1)OCC. As a reaction SMILES: [C:1](=[O:2])([O-:3])[O-:4].[CH2:23]([CH3:24])[O:25][CH:26]([CH2:27][Br:28])[O:29][CH2:30][CH3:31].[CH3:32][N:33]([CH3:34])[CH:35]=[O:36].[I-:8].[K+:5].[K+:6].[K+:7].[OH:9][c:10]1[cH:11][cH:12][c:13]([O:14][c:15]2[cH:16][cH:17][cH:18][cH:19][cH:20]2)[cH:21][cH:22]1>>[O:9]([c:10]1[cH:11][cH:12][c:13]([O:14][c:15]2[cH:16][cH:17][cH:18][cH:19][cH:20]2)[cH:21][cH:22]1)[CH2:27][CH:26]([O:25][CH2:23][CH3:24])[O:29][CH2:30][CH3:31]. The solvent is C(C)O (ethanol). Reactants: COCC=1N=CC2=CC=CC(=C2C1)[N+](=O)[O-] (3-methoxymethyl-5-nitroisoquinoline). The reagents and catalysts are [Pd] (palladium-on-charcoal). Reported procedure: A catalyst (3% palladium-on-charcoal; 8 g) is added to a solution of 3-methoxymethyl-5-nitroisoquinoline (78 g) in ethanol (2 liters). The resulting suspension is stirred and hydrogen is bubbled through for 6 hours, whilst keeping the temperature between 20° and 25° C. with the aid of a cold-water bath. The reaction mixture is filtered and the filtrate is evaporated to dryness at 60° C. under reduced pressure (20 mm Hg). The residue is recrystallised from diisopropyl ether (500 cc). 5-Amino-3-me... Yield: 69.9%. Yields the product NC1=C2C=C(N=CC2=CC=C1)COC (5-Amino-3-methoxymethylisoquinoline). Reaction SMILES: [CH3:1][O:2][CH2:3][C:4]1[N:5]=[CH:6][C:7]2[C:12]([CH:13]=1)=[C:11]([N+:14]([O-])=O)[CH:10]=[CH:9][CH:8]=2>C(O)C.[Pd]>[NH2:14][C:11]1[CH:10]=[CH:9][CH:8]=[C:7]2[C:12]=1[CH:13]=[C:4]([CH2:3][O:2][CH3:1])[N:5]=[CH:6]2. Starting materials: N (ammonia), FC1=NC(=C(C(=N1)OC(F)(F)F)Cl)C(F)(F)F (2-fluoro(chloro)-4-trifluoromethoxy-6-trifluoromethylpyrimidine). The solvent is C(C)OCC (diethyl ether). Reaction conditions: temperature 25 celsius, time 1 hour. Product: NC1=NC(=CC(=N1)OC(F)(F)F)C(F)(F)F (2-Amino-4-trifluoromethoxy-6-trifluoromethylpyrimidine). Reaction SMILES: [NH3:1].F[C:3]1[N:8]=[C:7]([O:9][C:10]([F:13])([F:12])[F:11])[C:6](Cl)=[C:5]([C:15]([F:18])([F:17])[F:16])[N:4]=1>C(OCC)C>[NH2:1][C:3]1[N:8]=[C:7]([O:9][C:10]([F:13])([F:12])[F:11])[CH:6]=[C:5]([C:15]([F:18])([F:17])[F:16])[N:4]=1. Reported procedure: 4.7 g (0.278 mol) of gaseous ammonia were passed into a mixture of 38.0 g (0.147 mol) of 2-fluoro(chloro)-4-trifluoromethoxy-6-trifluoromethylpyrimidine in 150 ml of diethyl ether while stirring at from -75° to -70° C. in the course of 1 hour. Stirring was continued for 2 hours in each case at -75° C. and, after heating, at 25° C. The precipitate which separated out was filtered off under suction, after which the organic phase was extracted with water, dried and partially evaporated down. Chroma... Starting materials: O=C1CCN(Cc2ccccc2)CC1, CCO, NCCCN, O=[Pt]. Yields the product NCCCNC1CCN(Cc2ccccc2)CC1. RXN SMILES: [CH2:6]([c:7]1[cH:8][cH:9][cH:10][cH:11][cH:12]1)[N:13]1[CH2:14][CH2:15][C:16](=[O:19])[CH2:17][CH2:18]1.[CH3:20][CH2:21][OH:22].[NH2:1][CH2:2][CH2:3][CH2:4][NH2:5].[Pt:23]=[O:24]>>[NH2:1][CH2:2][CH2:3][CH2:4][NH:5][CH:16]1[CH2:15][CH2:14][N:13]([CH2:6][c:7]2[cH:8][cH:9][cH:10][cH:11][cH:12]2)[CH2:18][CH2:17]1. The reactants are CN(C)C=O (DMF), N1C(=CC2=CC=CC=C12)/C=C/C(=O)OCC (Ethyl (2E)-3-(1H-indol-2-yl)acrylate), BrCC(=O)OC(C)(C)C (BrCH2CO2-t-Bu), C(=O)([O-])[O-].[Cs+].[Cs+] (Cs2CO3). Run in CC(=O)C (acetone). Run at temperature 60 celsius, time 24 hour. The product is C(C)(C)(C)OC(CN1C(=CC2=CC=CC=C12)/C=C/C(=O)OCC)=O (Ethyl (2E)-3-[1-(2-tert-butoxy-2-oxoethyl)-1H-indol-2-yl]acrylate). Yield: 98.0%. RXN SMILES: CN(C=O)C.[NH:6]1[C:14]2[C:9](=[CH:10][CH:11]=[CH:12][CH:13]=2)[CH:8]=[C:7]1/[CH:15]=[CH:16]/[C:17]([O:19][CH2:20][CH3:21])=[O:18].Br[CH2:23][C:24]([O:26][C:27]([CH3:30])([CH3:29])[CH3:28])=[O:25].C([O-])([O-])=O.[Cs+].[Cs+]>CC(C)=O>[C:27]([O:26][C:24](=[O:25])[CH2:23][N:6]1[C:14]2[C:9](=[CH:10][CH:11]=[CH:12][CH:13]=2)[CH:8]=[C:7]1/[CH:15]=[CH:16]/[C:17]([O:19][CH2:20][CH3:21])=[O:18])([CH3:30])([CH3:29])[CH3:28] |f:3.4.5|. Reported procedure: To a 0.1 M DMF solution of ethyl (2E)-3-(1H-indol-2-yl) acrylate from Step 2 was added 1.4 equiv. of BrCH2CO2-t-Bu and 2.1 equiv. of Cs2CO3. The reaction mixture was stirred at 60° C. for 24 h, and was then diluted with an equal volume of acetone and filtered. The filtrate was concentrated and the residue was purified by silica gel chromatography eluted with EtOAc/Hex (1:2) to give the title compound (98%) as a syrup. The reactants are ClC=1C=C2CCCOC2=C(C1)C(=O)Cl (6-chlorochroman-8-carbonyl chloride), C1(=CCCCC1)CN1C(CCC1)CN (1-cyclohexenylmethyl-2-aminomethylpyrrolidine). The solvent is C(C)C(=O)C (methyl ethyl ketone), C(C)C(=O)C (methyl ethyl ketone). Run at temperature 5 celsius. The product is C1(=CCCCC1)CN1C(CCC1)CNC(=O)C=1C=C(C=C2CCCOC12)Cl (N-(1-Cyclohexenylmethyl-2-pyrrolidinylmethyl)-6-chlorochroman-8-carboxamide). Reaction SMILES: [C:1]1([CH2:7][N:8]2[CH2:12][CH2:11][CH2:10][CH:9]2[CH2:13][NH2:14])[CH2:6][CH2:5][CH2:4][CH2:3][CH:2]=1.[Cl:15][C:16]1[CH:17]=[C:18]2[C:23](=[C:24]([C:26](Cl)=[O:27])[CH:25]=1)[O:22][CH2:21][CH2:20][CH2:19]2>C(C(C)=O)C>[C:1]1([CH2:7][N:8]2[CH2:12][CH2:11][CH2:10][CH:9]2[CH2:13][NH:14][C:26]([C:24]2[CH:25]=[C:16]([Cl:15])[CH:17]=[C:18]3[C:23]=2[O:22][CH2:21][CH2:20][CH2:19]3)=[O:27])[CH2:6][CH2:5][CH2:4][CH2:3][CH:2]=1. Procedure: 101 g of 1-cyclohexenylmethyl-2-aminomethylpyrrolidine and 200 ml of methyl ethyl ketone were introduced into a 2-liter round-bottomed flask. The contents were cooled to 5° C. and a solution of 109 g of 6-chlorochroman-8-carbonyl chloride in 500 ml of methyl ethyl ketone was added dropwise, while maintaining the temperature between 0° and 5° C.